This data is from the Open Reaction Database (ORD), a public repository of structured organic reaction records. The task is: describe an organic reaction: reactants, conditions, products, and yield Yields the product NS(=O)(=O)c1cccc2nonc12. Reactants: N, [NH4+], C1CCOC1, [OH-], O, O=S(=O)(Cl)c1cccc2nonc12. As a reaction SMILES: [NH3:19].[NH4+:20].[O:14]1[CH2:15][CH2:16][CH2:17][CH2:18]1.[OH-:21].[OH2:22].[n:1]1[o:2][n:3][c:4]2[c:5]1[cH:6][cH:7][cH:8][c:9]2[S:10](=[O:11])(=[O:12])[Cl:13]>>[n:1]1[o:2][n:3][c:4]2[c:5]1[cH:6][cH:7][cH:8][c:9]2[S:10](=[O:11])(=[O:12])[NH2:19]. Starting materials: C1COCCO1, C1COCCN1, NS(N)(=O)=O. As a reaction SMILES: [CH2:12]1[O:13][CH2:14][CH2:15][O:16][CH2:17]1.[CH2:1]1[CH2:2][O:3][CH2:4][CH2:5][NH:6]1.[NH2:7][S:8]([NH2:9])(=[O:10])=[O:11]>>[CH2:1]1[CH2:2][O:3][CH2:4][CH2:5][N:6]1[S:8]([NH2:7])(=[O:10])=[O:11]. Yields the product NS(=O)(=O)N1CCOCC1. Starting materials: ClCCl, O=C(OO)c1cccc(Cl)c1, c1ccc2ncccc2c1. The product is [O-][n+]1cccc2ccccc21. As a reaction SMILES: [Cl:22][CH2:23][Cl:24].[OH:11][O:12][C:13]([c:14]1[cH:15][c:16]([Cl:17])[cH:18][cH:19][cH:20]1)=[O:21].[cH:1]1[cH:2][cH:3][c:4]2[n:5][cH:6][cH:7][cH:8][c:9]2[cH:10]1>>[cH:1]1[cH:2][cH:3][c:4]2[n+:5]([O-:11])[cH:6][cH:7][cH:8][c:9]2[cH:10]1. The reactants are C(C)(=O)OC(C)=O (acetic anhydride), OC1=C(C=C(C(=C1)NS(=O)(=O)C)OC1=C(C=C(C=C1)F)F)C(=O)C (methyl 2-hydroxy-4-methylsulfonylamino-5-(2,4-difluorophenoxy)phenyl ketone), C(C)(=O)[O-].[Na+] (sodium acetate), C(C)(=O)OCC (ethyl acetate). Solvent: O (water). The product is CS(=O)(=O)NC1=CC2=C(C(C=C(O2)C)=O)C=C1OC1=C(C=C(C=C1)F)F (7-methylsulfonylamino-2-methyl-6-(2,4-difluorophenoxy)-4H-1-benzopyran-4-one). Isolated yield 14.4%. Reaction SMILES: [C:1]([O:4][C:5](=O)[CH3:6])(=O)[CH3:2].[OH:8][C:9]1[CH:14]=[C:13]([NH:15][S:16]([CH3:19])(=[O:18])=[O:17])[C:12]([O:20][C:21]2[CH:26]=[CH:25][C:24]([F:27])=[CH:23][C:22]=2[F:28])=[CH:11][C:10]=1C(C)=O.C([O-])(=O)C.[Na+].C(OCC)(=O)C>O>[CH3:19][S:16]([NH:15][C:13]1[C:12]([O:20][C:21]2[CH:26]=[CH:25][C:24]([F:27])=[CH:23][C:22]=2[F:28])=[CH:11][C:10]2[C:9](=[O:8])[CH:14]=[C:5]([CH3:6])[O:4][C:1]=2[CH:2]=1)(=[O:17])=[O:18] |f:2.3|. Procedure details: 1.06 ml of acetic anhydride was added to 2.0 g of methyl 2-hydroxy-4-methylsulfonylamino-5-(2,4-difluorophenoxy)phenyl ketone and 550 mg of sodium acetate. The mixture was refluxed for 1 hour. The reaction mixture was introduced into a mixture of 50 ml of ethyl acetate and 50 ml of water. The organic layer was separated and washed with water. The solvent was removed by distillation under reduced pressure. The residue was dissolved in 20 ml of ethanol. 12 ml of a 1N aqueous sodium hydroxide solut... The reactants are COC(=O)C=1N=C(SC1CCC1=CC=CC=C1)N (2-amino-5-phenethyl-thiazole-4-carboxylic acid methyl ester), N(=O)OCCC(C)C (isoamyl nitrite). The yield is 55.0%. RXN SMILES: [CH3:1][O:2][C:3]([C:5]1[N:6]=[C:7](N)[S:8][C:9]=1[CH2:10][CH2:11][C:12]1[CH:17]=[CH:16][CH:15]=[CH:14][CH:13]=1)=[O:4].N(OCCC(C)C)=O>C1COCC1>[CH3:1][O:2][C:3]([C:5]1[N:6]=[CH:7][S:8][C:9]=1[CH2:10][CH2:11][C:12]1[CH:17]=[CH:16][CH:15]=[CH:14][CH:13]=1)=[O:4]. Product: COC(=O)C=1N=CSC1CCC1=CC=CC=C1 (5-Phenethyl-thiazole-4-carboxylic acid methyl ester). Solvent: C1CCOC1 (THF). Reported procedure: Reflux one equiv of 2-amino-5-phenethyl-thiazole-4-carboxylic acid methyl ester and 3 equiv of isoamyl nitrite in THF (0.13M) for 3 h. Evaporate volatile components to give 55% yield of title compound. BPLC (GRAD80-100M) t=2.410 (99%). MS (APCI): 248 (M+1). Reactants: C1CCOC1, CCO, Cc1onc(-c2ccc(F)cc2)c1CN1C(=O)c2ccccc2C1=O, NN, O. The product is Cc1onc(-c2ccc(F)cc2)c1CN. RXN SMILES: [CH2:29]1[O:30][CH2:31][CH2:32][CH2:33]1.[CH3:34][CH2:35][OH:36].[F:1][c:2]1[cH:3][cH:4][c:5](-[c:8]2[n:9][o:10][c:11]([CH3:25])[c:12]2[CH2:13][N:14]2[C:15](=[O:16])[c:17]3[c:18]([cH:19][cH:20][cH:21][cH:22]3)[C:23]2=[O:24])[cH:6][cH:7]1.[NH2:27][NH2:28].[OH2:26]>>[F:1][c:2]1[cH:3][cH:4][c:5](-[c:8]2[n:9][o:10][c:11]([CH3:25])[c:12]2[CH2:13][NH2:14])[cH:6][cH:7]1. The reactants are ClC=1N=C(C2=C(N1)N(C=C2)COCC[Si](C)(C)C)Cl (2,4-dichloro-7-((2-(trimethylsilyl)ethoxy)methyl)-7H-pyrrolo[2,3-d]pyrimidine), [OH-].[K+] (potassium hydroxide). Solvent: O1CCCC1 (tetrahydrofuran). Conditions: temperature 80 celsius, time 8 hour. The product is ethyl acetate hexanes, ClC=1NC(C2=C(N1)N(C=C2)COCC[Si](C)(C)C)=O (2-chloro-7-((2-(trimethylsilyl)ethoxy)methyl)-3H-pyrrolo[2,3-d]pyrimidin-4(7H)-one). Isolated yield 16.9%. Reaction SMILES: [Cl:1][C:2]1[N:3]=[C:4](Cl)[C:5]2[CH:10]=[CH:9][N:8]([CH2:11][O:12][CH2:13][CH2:14][Si:15]([CH3:18])([CH3:17])[CH3:16])[C:6]=2[N:7]=1.[OH-:20].[K+]>O1CCCC1>[Cl:1][C:2]1[NH:3][C:4](=[O:20])[C:5]2[CH:10]=[CH:9][N:8]([CH2:11][O:12][CH2:13][CH2:14][Si:15]([CH3:18])([CH3:17])[CH3:16])[C:6]=2[N:7]=1 |f:1.2|. Reported procedure: A solution of 2,4-dichloro-7-((2-(trimethylsilyl)ethoxy)methyl)-7H-pyrrolo[2,3-d]pyrimidine (336.5 mg, 1.06 mmol) in tetrahydrofuran (6 mL) was treated with a 2N aqueous potassium hydroxide solution (6 mL) and was warmed to 80° C., where it stirred overnight. At this time, the reaction was concentrated in vacuo and was then carefully brought to pH ˜7 with a 2N aqueous hydrochloric acid solution. The material was then diluted with water (25 mL) and extracted with a 10% methanol/methylene chloride... The reactants are OC1CC(CCC1)OCC1=C(C(=O)OC)C(=CC=C1)C (methyl 2-(3-hydroxycyclohexyloxymethyl)-6-methylbenzoate), CC1=CC=C(C=C1)C=1OC(=C(N1)CI)C (2-(4-methylphenyl)-4-iodomethyl-5-methyloxazole). The product is CC1=C(C(=O)O)C(=CC=C1)COC1CC(CCC1)OCC=1N=C(OC1C)C1=CC=C(C=C1)C (2-Methyl-6-[3-(5-methyl-2-p-tolyloxazol-4-ylmethoxy)cyclohexyloxymethyl]benzoic acid). RXN SMILES: [OH:1][CH:2]1[CH2:7][CH2:6][CH2:5][CH:4]([O:8][CH2:9][C:10]2[CH:19]=[CH:18][CH:17]=[C:16]([CH3:20])[C:11]=2[C:12]([O:14]C)=[O:13])[CH2:3]1.[CH3:21][C:22]1[CH:27]=[CH:26][C:25]([C:28]2[O:29][C:30]([CH3:35])=[C:31]([CH2:33]I)[N:32]=2)=[CH:24][CH:23]=1>>[CH3:20][C:16]1[CH:17]=[CH:18][CH:19]=[C:10]([CH2:9][O:8][CH:4]2[CH2:5][CH2:6][CH2:7][CH:2]([O:1][CH2:33][C:31]3[N:32]=[C:28]([C:25]4[CH:26]=[CH:27][C:22]([CH3:21])=[CH:23][CH:24]=4)[O:29][C:30]=3[CH3:35])[CH2:3]2)[C:11]=1[C:12]([OH:14])=[O:13]. Reported procedure: Using methyl 2-(3-hydroxycyclohexyloxymethyl)-6-methylbenzoate and 2-(4-methylphenyl)-4-iodomethyl-5-methyloxazole as starting materials in the procedure of Example XXXI, gave the product 70 of molecular weight 449.55 (C27H31NO5), MS(ESI): 450.36 (M+H+).